This data is from the Open Reaction Database (ORD), a public repository of structured organic reaction records. The task is: describe an organic reaction: reactants, conditions, products, and yield Starting materials: Cl (hydrogen chloride), C(C=CC)N1C(=C(C=2C1=C(N=NC2)OCC2=CC=C(C=C2)F)C)C (1-(2-butenyl)-7-(4-fluorobenzyloxy)-2,3-dimethylpyrrolo[2,3-d]pyridazine). Solvent: C(C)O (ethanol), C(C)OCC (diethyl ether). Reaction conditions: time 20 minute. Product: Cl.C(C=CC)N1C(=C(C=2C1=C(N=NC2)OCC2=CC=C(C=C2)F)C)C (1-(2-Butenyl)-7-(4-fluorobenzyloxy)-2,3-dimethylpyrrolo[2,3-d]pyridazine hydrochloride). Isolated yield 84.5%. Reaction SMILES: [ClH:1].[CH2:2]([N:6]1[C:10]2=[C:11]([O:15][CH2:16][C:17]3[CH:22]=[CH:21][C:20]([F:23])=[CH:19][CH:18]=3)[N:12]=[N:13][CH:14]=[C:9]2[C:8]([CH3:24])=[C:7]1[CH3:25])[CH:3]=[CH:4][CH3:5]>C(O)C.C(OCC)C>[ClH:1].[CH2:2]([N:6]1[C:10]2=[C:11]([O:15][CH2:16][C:17]3[CH:18]=[CH:19][C:20]([F:23])=[CH:21][CH:22]=3)[N:12]=[N:13][CH:14]=[C:9]2[C:8]([CH3:24])=[C:7]1[CH3:25])[CH:3]=[CH:4][CH3:5] |f:4.5|. Reported procedure: A solution of 0.36 g (0.01 mole) of hydrogen chloride in 3.0 ml of ethanol was added dropwise with ice-cooling to a solution of 2.00 g (0.00615 mole) of 1-(2-butenyl)-7-(4-fluorobenzyloxy)-2,3-dimethylpyrrolo[2,3-d]pyridazine (cis/trans=1/99) in 160 ml of dry diethyl ether and the resulting mixture was stirred at the same temperature for 20 minutes. The reaction mixture was concentrated at room temperature and the residue was washed with a mixture of 10 ml of ethanol and 120 ml of dry diethyl et...